This data is from the Open Reaction Database (ORD), a public repository of structured organic reaction records. The task is: describe an organic reaction: reactants, conditions, products, and yield The reactants are O=C(Cl)c1ccccc1O, CC1CC(=O)NN=C1c1ccc(N)cc1, c1ccccc1. Yields the product CC1CC(=O)NN=C1c1ccc(NC(=O)c2ccccc2O)cc1. As a reaction SMILES: [C:1]([c:2]1[c:3]([OH:4])[cH:5][cH:6][cH:7][cH:8]1)(=[O:9])[Cl:10].[NH2:11][c:12]1[cH:13][cH:14][c:15]([C:18]2=[N:23][NH:22][C:21](=[O:24])[CH2:20][CH:19]2[CH3:25])[cH:16][cH:17]1.[cH:26]1[cH:27][cH:28][cH:29][cH:30][cH:31]1>>[C:1]([c:2]1[c:3]([OH:4])[cH:5][cH:6][cH:7][cH:8]1)(=[O:9])[NH:11][c:12]1[cH:13][cH:14][c:15]([C:18]2=[N:23][NH:22][C:21](=[O:24])[CH2:20][CH:19]2[CH3:25])[cH:16][cH:17]1. The reactants are ClC1=C(C=CC(=C1)[N+](=O)[O-])F (2-chloro-1-fluoro-4-nitrobenzene), F[C@H]1CN(CC[C@@H]1O)C(=O)OC(C)(C)C (tert-butyl (3S,4S)-3-fluoro-4-hydroxypiperidine-1-carboxylate), CC(C)(C)[O-].[K+] (KOtBu). The solvent is C1CCOC1 (THF). Reaction conditions: temperature 0 celsius. The product is ClC1=C(O[C@@H]2[C@H](CN(CC2)C(=O)OC(C)(C)C)F)C=CC(=C1)[N+](=O)[O-] (tert-butyl (3S,4S)-4-(2-chloro-4-nitrophenoxy)-3-fluoropiperidine-1-carboxylate). Yield: 63.0%. Reaction SMILES: [Cl:1][C:2]1[CH:7]=[C:6]([N+:8]([O-:10])=[O:9])[CH:5]=[CH:4][C:3]=1F.[F:12][C@@H:13]1[C@@H:18]([OH:19])[CH2:17][CH2:16][N:15]([C:20]([O:22][C:23]([CH3:26])([CH3:25])[CH3:24])=[O:21])[CH2:14]1.CC([O-])(C)C.[K+]>C1COCC1>[Cl:1][C:2]1[CH:7]=[C:6]([N+:8]([O-:10])=[O:9])[CH:5]=[CH:4][C:3]=1[O:19][C@H:18]1[CH2:17][CH2:16][N:15]([C:20]([O:22][C:23]([CH3:25])([CH3:24])[CH3:26])=[O:21])[CH2:14][C@@H:13]1[F:12] |f:2.3|. Reported procedure: A mixture of 2-chloro-1-fluoro-4-nitrobenzene (2.0 g, 1.1 eq, 11.5 mmol) and tert-butyl (3S,4S)-3-fluoro-4-hydroxypiperidine-1-carboxylate (2.3 g, 1.0 eq, 10.5 mmol) was taken in annhydrous THF (50 mL) and stirred at 0° C. KOtBu (2.1 g, 1.8 eq, 18.9 mmol) was added to the above solution at 0° C. and the heterogeneous mixture was warmed to room temperature. Then the reaction mixture was refluxed overnight. After completion of the reaction, the mixture was concentrated under reduced pressure. EtOA... Reactants: COC(=O)c1ccccc1CBr, CCOC(C)=O, Cc1ccccc1, CCCCCC, NCCCc1ccccc1Cl, [K+], [K+], O=C([O-])[O-]. Product: O=C1c2ccccc2CN1CCCc1ccccc1Cl. RXN SMILES: [CH3:1][O:2][C:3]([c:4]1[c:5]([CH2:10][Br:11])[cH:6][cH:7][cH:8][cH:9]1)=[O:12].[CH3:30][CH2:31][O:32][C:33](=[O:34])[CH3:35].[CH3:36][c:37]1[cH:38][cH:39][cH:40][cH:41][cH:42]1.[CH3:43][CH2:44][CH2:45][CH2:46][CH2:47][CH3:48].[Cl:13][c:14]1[c:15]([CH2:20][CH2:21][CH2:22][NH2:23])[cH:16][cH:17][cH:18][cH:19]1.[K+:24].[K+:25].[O-:26][C:27]([O-:28])=[O:29]>>[C:3]1(=[O:12])[c:4]2[c:5]([cH:6][cH:7][cH:8][cH:9]2)[CH2:10][N:23]1[CH2:22][CH2:21][CH2:20][c:15]1[c:14]([Cl:13])[cH:19][cH:18][cH:17][cH:16]1. The reactants are CC(=O)Nc1c(I)c(NC(C)=O)c(I)c(C(=O)O)c1I, [Na], OCC(O)CCl. The product is CC(=O)Nc1c(I)c(NC(C)=O)c(I)c(C(=O)OCC(O)CO)c1I. Reaction SMILES: [C:2]([CH3:3])(=[O:4])[NH:5][c:6]1[c:7]([I:21])[c:8]([C:9](=[O:10])[OH:11])[c:12]([I:20])[c:13]([NH:16][C:17]([CH3:18])=[O:19])[c:14]1[I:15].[Na:1].[OH:22][CH2:23][CH:24]([OH:25])[CH2:26][Cl:27]>>[C:2]([CH3:3])(=[O:4])[NH:5][c:6]1[c:7]([I:21])[c:8]([C:9]([O:10][CH2:26][CH:24]([CH2:23][OH:22])[OH:25])=[O:11])[c:12]([I:20])[c:13]([NH:16][C:17]([CH3:18])=[O:19])[c:14]1[I:15]. The reactants are Cl (HCl), N([C@@H](C(C)C)C(=O)N1[C@H](C(=O)N[C@@H](C(C)C)C(=O)C(F)(F)C(F)(F)C(F)(F)C(F)(F)F)CCC1)C(=O)OC(C)(C)C (Boc-Val-Pro-Val-CF2CF2CF2CF3), Cl (hydrogen chloride). Solvent: C(C)(=O)OCC (ethyl acetate). Run at time 1 hour. Yields the product N[C@@H](C(C)C)C(=O)N1[C@H](C(=O)N[C@@H](C(C)C)C(=O)C(F)(F)C(F)(F)C(F)(F)C(F)(F)F)CCC1.Cl (H-Val-Pro-Val-CF2CF2CF2CF3.hydrochloride). As a reaction SMILES: [ClH:1].[NH:2](C(OC(C)(C)C)=O)[C@H:3]([C:7]([N:9]1[CH2:35][CH2:34][CH2:33][C@H:10]1[C:11]([NH:13][C@H:14]([C:18]([C:20]([C:23]([C:26]([C:29]([F:32])([F:31])[F:30])([F:28])[F:27])([F:25])[F:24])([F:22])[F:21])=[O:19])[CH:15]([CH3:17])[CH3:16])=[O:12])=[O:8])[CH:4]([CH3:6])[CH3:5]>C(OCC)(=O)C>[NH2:2][C@H:3]([C:7]([N:9]1[CH2:35][CH2:34][CH2:33][C@H:10]1[C:11]([NH:13][C@H:14]([C:18]([C:20]([C:23]([C:26]([C:29]([F:32])([F:30])[F:31])([F:27])[F:28])([F:24])[F:25])([F:22])[F:21])=[O:19])[CH:15]([CH3:16])[CH3:17])=[O:12])=[O:8])[CH:4]([CH3:6])[CH3:5].[ClH:1] |f:3.4|. Procedure: Bubble HCl gas into a stirred solution of Boc-Val-Pro-Val-CF2CF2CF2CF3 (245 mg, 0.40 mmol) in ethyl acetate (50 mL) and cool in an ice water bath. Treat with hydrogen chloride gas for 4 minutes. Stir the reaction mixture for 1 hour and warm to ambient temperature. Concentrate the reaction mixture and azeotrope with CCl4. Place under a high vacuum to give the title compound.